This data is from the Open Reaction Database (ORD), a public repository of structured organic reaction records. The task is: describe an organic reaction: reactants, conditions, products, and yield The reactants are C(C(=O)Cl)(=O)Cl (Oxalyl dichloride), C1(CCCCCN1)=O (ε-caprolactam). Run in C1(=CC=CC=C1)C (toluene). Run at temperature 40 celsius. Product: C(C(=O)N1C(CCCCC1)=O)(=O)N1C(CCCCC1)=O (N,N'-Oxalylbiscaprolactam). Reaction SMILES: [C:1](Cl)(=[O:5])[C:2](Cl)=[O:3].[C:7]1(=[O:14])[NH:13][CH2:12][CH2:11][CH2:10][CH2:9][CH2:8]1>C1(C)C=CC=CC=1>[C:1]([N:13]1[CH2:12][CH2:11][CH2:10][CH2:9][CH2:8][C:7]1=[O:14])(=[O:5])[C:2]([N:13]1[CH2:12][CH2:11][CH2:10][CH2:9][CH2:8][C:7]1=[O:14])=[O:3]. Procedure: Oxalyl dichloride (63.4 g, 0.5 mol) is added dropwise in the course of 30 minutes to a solution of ε-caprolactam (107.6 g, 0.95 mol) in toluene (300 ml). The internal temperature increases in the course of this from 20 to 60° C. The mixture is then refluxed for 2 hours. After removal of the solvent in vacuo, the resulting oil is taken up in methanol, the colorless precipitate precipitating out in the cold is isolated and dried. Yield 113.8 g (86%). Starting materials: compound, ClC=1C=C(C=C(C1)F)C1=CC(=NN1C1=NC=CC=C1)C(=O)O (5-(3-Chloro-5-fluorophenyl)-1-(pyridin-2-yl)-1H-pyrazole-3-carboxylic acid), Cl.N1=CC(=CC=C1)NN (3-pyridylhydrazine hydrochloride). Product: ClC=1C=C(C=C(C1)F)C1=CC(=NN1C=1C=NC=CC1)C(=O)O (5-(3-Chloro-5-fluorophenyl)-1-(pyridin-3-yl)-1H-pyrazole-3-carboxylic acid). As a reaction SMILES: [Cl:1][C:2]1[CH:3]=[C:4]([C:9]2[N:13]([C:14]3[CH:19]=[CH:18][CH:17]=CN=3)[N:12]=[C:11]([C:20]([OH:22])=[O:21])[CH:10]=2)[CH:5]=[C:6]([F:8])[CH:7]=1.Cl.[N:24]1C=CC=C(NN)[CH:25]=1>>[Cl:1][C:2]1[CH:3]=[C:4]([C:9]2[N:13]([C:14]3[CH:25]=[N:24][CH:17]=[CH:18][CH:19]=3)[N:12]=[C:11]([C:20]([OH:22])=[O:21])[CH:10]=2)[CH:5]=[C:6]([F:8])[CH:7]=1 |f:1.2|. Procedure details: 807 mg (2.90 mmol) of the compound of Example 1A is reacted analogously to the synthesis of the compound of Example 20A with 464 mg (3.19 mmol) of 3-pyridylhydrazine hydrochloride. After hydrolysis, 353 mg (38% of theory) of the title compound is obtained. Starting materials: CCO, O=C(O)c1ccc(C2CC2)c(OCC2CC2)n1, Cl, CC(N)C#N. The product is CC(C#N)NC(=O)c1ccc(C2CC2)c(OCC2CC2)n1. As a reaction SMILES: [CH3:24][CH2:25][OH:26].[CH:1]1([c:4]2[cH:5][cH:6][c:7]([C:15](=[O:16])[OH:17])[n:8][c:9]2[O:10][CH2:11][CH:12]2[CH2:13][CH2:14]2)[CH2:2][CH2:3]1.[ClH:18].[NH2:19][CH:20]([C:21]#[N:22])[CH3:23]>>[CH:1]1([c:4]2[cH:5][cH:6][c:7]([C:15](=[O:17])[NH:19][CH:20]([C:21]#[N:22])[CH3:23])[n:8][c:9]2[O:10][CH2:11][CH:12]2[CH2:13][CH2:14]2)[CH2:2][CH2:3]1.